From a dataset of the Open Reaction Database (ORD), a public repository of structured organic reaction records. describe an organic reaction: reactants, conditions, products, and yield The reactants are ClCCl, CN1CCCCC1, Cc1ccccc1SCC(C)N, CC(C)OC(=O)NC(C(=O)O)C(C)C, CC(C)COC(=O)Cl, O. Product: Cc1ccccc1SCC(C)NC(=O)C(NC(=O)OC(C)C)C(C)C. Reaction SMILES: [CH2:42]([Cl:43])[Cl:44].[CH3:1][N:2]1[CH2:3][CH2:4][CH2:5][CH2:6][CH2:7]1.[CH3:30][CH:31]([CH2:32][S:33][c:34]1[c:35]([CH3:40])[cH:36][cH:37][cH:38][cH:39]1)[NH2:41].[CH:8]([CH3:9])([CH3:10])[O:11][C:12](=[O:13])[NH:14][CH:15]([CH:16]([CH3:17])[CH3:18])[C:19](=[O:20])[OH:21].[Cl:22][C:23]([O:24][CH2:25][CH:26]([CH3:27])[CH3:28])=[O:29].[OH2:45]>>[CH:8]([CH3:9])([CH3:10])[O:11][C:12](=[O:13])[NH:14][CH:15]([CH:16]([CH3:17])[CH3:18])[C:19](=[O:21])[NH:41][CH:31]([CH3:30])[CH2:32][S:33][c:34]1[c:35]([CH3:40])[cH:36][cH:37][cH:38][cH:39]1.